This data is from the Open Reaction Database (ORD), a public repository of structured organic reaction records. The task is: describe an organic reaction: reactants, conditions, products, and yield Starting materials: CCOC(=O)Cc1ccc2c(c1)sc1ccc(Cl)cc12, CCO, [Na+], [OH-]. Product: O=C(O)Cc1ccc2c(c1)sc1ccc(Cl)cc12. As a reaction SMILES: [CH2:3]([CH3:4])[O:5][C:6]([CH2:7][c:8]1[cH:9][cH:10][c:11]2[c:12]([s:13][c:14]3[c:15]2[cH:16][c:17]([Cl:20])[cH:18][cH:19]3)[cH:21]1)=[O:22].[CH3:23][CH2:24][OH:25].[Na+:2].[OH-:1]>>[O:5]=[C:6]([CH2:7][c:8]1[cH:9][cH:10][c:11]2[c:12]([s:13][c:14]3[c:15]2[cH:16][c:17]([Cl:20])[cH:18][cH:19]3)[cH:21]1)[OH:22]. Reactants: C1(=CC=CC=C1)NC([S-])=S.[NH4+] (Ammonium phenyldithiocarbamate), BrC(C(=O)OCC)(C)C (ethyl 2-bromoisobutyrate). Solvent: C(C)O (ethanol). The product is CC1(C(N(C(S1)=S)C1=CC=CC=C1)=O)C (5,5-Dimethyl-N-phenylrhodanine). As a reaction SMILES: [C:1]1([NH:7][C:8](=[S:10])[S-:9])[CH:6]=[CH:5][CH:4]=[CH:3][CH:2]=1.[NH4+].Br[C:13]([CH3:20])([CH3:19])[C:14](OCC)=[O:15]>C(O)C>[CH3:19][C:13]1([CH3:20])[S:10][C:8](=[S:9])[N:7]([C:1]2[CH:6]=[CH:5][CH:4]=[CH:3][CH:2]=2)[C:14]1=[O:15] |f:0.1|. Procedure details: Ammonium phenyldithiocarbamate (93 g, 0.5 mole) and ethyl 2-bromoisobutyrate (98 g, 0.5 mole) were dissolved in ethanol (100 mL) and heated at reflux overnight. The ethanol was distilled off and the residue poured into ice water. The solid was filtered and recrystallized in 95% ethanol. The product had a final weight of 31.4 g and an M.P. of 107-108 degrees. The reactants are COCCO, CN1CCCC1=O, CCOC(C)=O, CC(C)(C)[O-], O=C(Nc1cccc2c(Cl)ccnc12)c1c(Cl)cccc1Cl, [K+]. Product: COCCOc1ccnc2c(NC(=O)c3c(Cl)cccc3Cl)cccc12. RXN SMILES: [CH3:1][O:2][CH2:3][CH2:4][OH:5].[CH3:34][N:35]1[CH2:36][CH2:37][CH2:38][C:39]1=[O:40].[CH3:41][CH2:42][O:43][C:44](=[O:45])[CH3:46].[CH3:6][C:7]([CH3:8])([O-:9])[CH3:10].[Cl:12][c:13]1[cH:14][cH:15][n:16][c:17]2[c:18]([NH:23][C:24]([c:25]3[c:26]([Cl:32])[cH:27][cH:28][cH:29][c:30]3[Cl:31])=[O:33])[cH:19][cH:20][cH:21][c:22]12.[K+:11]>>[CH3:1][O:2][CH2:3][CH2:4][O:5][c:13]1[cH:14][cH:15][n:16][c:17]2[c:18]([NH:23][C:24]([c:25]3[c:26]([Cl:32])[cH:27][cH:28][cH:29][c:30]3[Cl:31])=[O:33])[cH:19][cH:20][cH:21][c:22]12. Reactants: C(C)(C)NC(C)C (diisopropylamine), C(CCC)[Li] (n-butyllithium), C=O (Formaldehyde), C=O (paraformaldehyde), CCOC(=O)C (EtOAc), ClC1=C(C=CC=C1)COC1=C(C=CC=C1OCC1=C(C=CC=C1)Cl)CC(=O)O (2,3-Bis[(2-chlorophenyl)methoxy]benzeneacetic acid), compound. Run in C1CCOC1 (THF), CN1CCCN(C1=O)C (DMPU), C1CCOC1 (THF). Conditions: temperature -78 celsius, time 15 minute. The product is ClC1=C(C=CC=C1)COC1=C(C=CC=C1OCC1=C(C=CC=C1)Cl)CC1=C(C=CC=C1)C(C(=O)O)CO ([[2,3-Bis[(2-chlorophenyl)methoxy]phenyl]methyl]-α-(hydroxymethyl)benzeneacetic acid). Isolated yield 61.0%. RXN SMILES: [CH:1](NC(C)C)([CH3:3])[CH3:2].[CH2:8]([Li])[CH2:9][CH2:10][CH3:11].[Cl:13][C:14]1[CH:19]=[CH:18][CH:17]=[CH:16][C:15]=1[CH2:20][O:21][C:22]1[C:27]([O:28][CH2:29][C:30]2[CH:35]=[CH:34][CH:33]=[CH:32][C:31]=2[Cl:36])=[CH:26][CH:25]=[CH:24][C:23]=1CC(O)=O.[CH2:41]=[O:42].CC[O:45][C:46]([CH3:48])=[O:47]>C1COCC1.CN1C(=O)N(C)CCC1>[Cl:13][C:14]1[CH:19]=[CH:18][CH:17]=[CH:16][C:15]=1[CH2:20][O:21][C:22]1[C:27]([O:28][CH2:29][C:30]2[CH:35]=[CH:34][CH:33]=[CH:32][C:31]=2[Cl:36])=[CH:26][CH:25]=[CH:24][C:23]=1[CH2:11][C:10]1[CH:3]=[CH:1][CH:2]=[CH:8][C:9]=1[CH:48]([CH2:41][OH:42])[C:46]([OH:45])=[O:47]. Reported procedure: To a stirred solution of diisopropylamine (160 μL, 1.14 mmol) under argon at −5° C. in THF (3 mL) was added n-butyllithium solution (0.43 mL, 2.5 M in hexanes, 1.08 mmol). After 15 min, the reaction mixture was cooled to −78° C. and a solution of Example 5 Part E compound (209 mg, 0.5 mmol) in THF (1 mL) was then added over 2 min. After an additional 15 min, DMPU was added (2 mL) and the solution warmed to 0° C. Formaldehyde gas (by the pyrolysis of paraformaldehyde [300 mg, 10 mmol] at 190° C.)... Reactants: CCOP(C)(=O)COc1cc(Oc2ccc(C(F)(F)F)cc2Cl)ccc1[N+](=O)[O-], CCO, [Na+], [OH-]. Product: CP(=O)(O)COc1cc(Oc2ccc(C(F)(F)F)cc2Cl)ccc1[N+](=O)[O-]. RXN SMILES: [CH3:1][P:2]([O:3][CH2:4][CH3:5])(=[O:6])[CH2:7][O:8][c:9]1[c:10]([N+:27](=[O:28])[O-:29])[cH:11][cH:12][c:13]([O:15][c:16]2[c:17]([Cl:26])[cH:18][c:19]([C:22]([F:23])([F:24])[F:25])[cH:20][cH:21]2)[cH:14]1.[CH3:32][CH2:33][OH:34].[Na+:31].[OH-:30]>>[CH3:1][P:2](=[O:3])([OH:6])[CH2:7][O:8][c:9]1[c:10]([N+:27](=[O:28])[O-:29])[cH:11][cH:12][c:13]([O:15][c:16]2[c:17]([Cl:26])[cH:18][c:19]([C:22]([F:23])([F:24])[F:25])[cH:20][cH:21]2)[cH:14]1.